This data is from the Open Reaction Database (ORD), a public repository of structured organic reaction records. The task is: describe an organic reaction: reactants, conditions, products, and yield Starting materials: O=C=Nc1ccccc1, COc1cc2c(cc1OC)C(C(CO)CO)NCC2, c1ccccc1. The product is COc1cc2c(cc1OC)C(C(CO)CO)N(C(=O)Nc1ccccc1)CC2. Reaction SMILES: [O:26]=[C:27]=[N:28][c:29]1[cH:30][cH:31][cH:32][cH:33][cH:34]1.[OH:1][CH2:2][CH:3]([CH:4]1[NH:5][CH2:6][CH2:7][c:8]2[cH:9][c:10]([O:16][CH3:17])[c:11]([O:14][CH3:15])[cH:12][c:13]21)[CH2:18][OH:19].[cH:20]1[cH:21][cH:22][cH:23][cH:24][cH:25]1>>[OH:1][CH2:2][CH:3]([CH:4]1[N:5]([C:27](=[O:26])[NH:28][c:29]2[cH:30][cH:31][cH:32][cH:33][cH:34]2)[CH2:6][CH2:7][c:8]2[cH:9][c:10]([O:16][CH3:17])[c:11]([O:14][CH3:15])[cH:12][c:13]21)[CH2:18][OH:19]. Reactants: C(C)(C)(C)OC(=O)N1CC2=CC(=C(C=C2C1)I)C(F)(F)F (5-iodo-6-trifluoromethyl-1,3-dihydro-isoindole-2-carboxylic acid tert-butyl ester), C(C)S (ethyl mercaptan). Yields the product C(C)(C)(C)OC(=O)N1CC2=CC(=C(C=C2C1)SCC)C(F)(F)F (5-Ethylsulfanyl-6-trifluoromethyl-1,3-dihydro-isoindole-2-carboxylic acid tert-butyl ester). As a reaction SMILES: [C:1]([O:5][C:6]([N:8]1[CH2:16][C:15]2[C:10](=[CH:11][C:12]([C:18]([F:21])([F:20])[F:19])=[C:13](I)[CH:14]=2)[CH2:9]1)=[O:7])([CH3:4])([CH3:3])[CH3:2].[CH2:22]([SH:24])[CH3:23]>>[C:1]([O:5][C:6]([N:8]1[CH2:16][C:15]2[C:10](=[CH:11][C:12]([C:18]([F:21])([F:20])[F:19])=[C:13]([S:24][CH2:22][CH3:23])[CH:14]=2)[CH2:9]1)=[O:7])([CH3:4])([CH3:3])[CH3:2]. Procedure: Prepared in analogy to Example A5(a) from 5-iodo-6-trifluoromethyl-1,3-dihydro-isoindole-2-carboxylic acid tert-butyl ester and ethyl mercaptan. White solid. MS (m/e): 292.1 ([M+H-Me2C═CH2]+, 100%). Starting materials: BrB(Br)Br, COc1cc(Cl)cc(Cl)c1S(=O)(=O)NC(Cc1c[nH]c2ccccc12)C(F)(F)F, ClCCl. Yields the product O=S(=O)(NC(Cc1c[nH]c2ccccc12)C(F)(F)F)c1c(O)cc(Cl)cc1Cl. RXN SMILES: [B:30]([Br:31])([Br:32])[Br:33].[Cl:1][c:2]1[c:3]([S:11](=[O:12])(=[O:13])[NH:14][CH:15]([C:16]([F:17])([F:18])[F:19])[CH2:20][c:21]2[cH:22][nH:23][c:24]3[cH:25][cH:26][cH:27][cH:28][c:29]23)[c:4]([O:9][CH3:10])[cH:5][c:6]([Cl:8])[cH:7]1.[Cl:34][CH2:35][Cl:36]>>[Cl:1][c:2]1[c:3]([S:11](=[O:12])(=[O:13])[NH:14][CH:15]([C:16]([F:17])([F:18])[F:19])[CH2:20][c:21]2[cH:22][nH:23][c:24]3[cH:25][cH:26][cH:27][cH:28][c:29]23)[c:4]([OH:9])[cH:5][c:6]([Cl:8])[cH:7]1. Reactants: O=C1C(CSC1)CC1=CC=C(C=C1)C(C(=O)O)C (2-[4-(4-Oxothiolan-3-ylmethyl)phenyl]propionic Acid), COC=1C=CC(=CC1)P2(=S)SP(=S)(S2)C=3C=CC(=CC3)OC (Lawesson's reagent). Run in C1(=CC=CC=C1)C (toluene). Product: O=C1C(CSC1)CC1=CC=C(C=C1)C(C(=S)O)C (2-[4-(4-Oxothiolan-3-ylmethyl)phenyl]thiopropionic Acid). Isolated yield 52.2%. As a reaction SMILES: [O:1]=[C:2]1[CH2:6][S:5][CH2:4][CH:3]1[CH2:7][C:8]1[CH:13]=[CH:12][C:11]([CH:14]([CH3:18])[C:15](O)=[O:16])=[CH:10][CH:9]=1.COC1C=CC(P2(SP(C3C=CC(OC)=CC=3)(=S)S2)=[S:28])=CC=1>C1(C)C=CC=CC=1>[O:1]=[C:2]1[CH2:6][S:5][CH2:4][CH:3]1[CH2:7][C:8]1[CH:13]=[CH:12][C:11]([CH:14]([CH3:18])[C:15]([OH:16])=[S:28])=[CH:10][CH:9]=1. Procedure: 2-[4-(4-Oxothiolan-3-ylmethyl)phenyl]propionic acid (300 mg) obtained in Example 8 was dissolved in toluene (3.0 ml), and to the solution was added the Lawesson's reagent (729 mg), and then the reaction mixture was refluxed by heating for 4 hours. After completion of the reaction, the solvent was evaporated under reduced pressure, and the residue was purified by silica gel column chromatography (hexane/ethyl acetate=1/1) to give the title compound (166 mg, 52.4%). The reactants are ClC=1C=C(C(NN1)=O)NC1=NN2C(CN(CC2)C)=C1 (6-Chloro-4-(5-methyl-4,5,6,7-tetrahydropyrazolo[1,5-a]pyrazin-2-ylamino)pyridazin-3(2H)-one), NC1=NC=CC=N1 (2-aminopyrimidine), BrC=1C(N(N=C(C1)Cl)C)=O (4-Bromo-6-chloro-2-methylpyridazin-3(2H)-one). The product is ClC=1C=C(C(N(N1)C)=O)NC1=NC=NC=C1 (6-Chloro-2-methyl-4-(pyrimidin-4-ylamino)pyridazin-3(2H)-one). Yield: 69.0%. RXN SMILES: [Cl:1][C:2]1[CH:3]=[C:4]([NH:9][C:10]2[CH:19]=[C:13]3CN(C)C[CH2:17][N:12]3[N:11]=2)[C:5](=[O:8])[NH:6][N:7]=1.N[C:21]1N=CC=CN=1.BrC1C(=O)N(C)N=C(Cl)C=1>>[Cl:1][C:2]1[CH:3]=[C:4]([NH:9][C:10]2[CH:19]=[CH:13][N:12]=[CH:17][N:11]=2)[C:5](=[O:8])[N:6]([CH3:21])[N:7]=1. Reported procedure: Using the same general procedure as described for the preparation of 101m, reaction of 2-aminopyrimidine (450 mg, 4.74 mmol) with 103a (1.06 g, 4.74 mmol) afforded 103b in 69% yield (745 mg) as an amorphous yellow solid: mp 233-235° C.; 1H NMR (300 MHz, DMSO-d6) δ 10.05 (s, 1H), 8.92 (d, J=1.0 Hz, 1H), 8.54 (d, J=5.5 Hz, 1H), 8.45 (s, 1H), 7.58 (dd, J=6.0, 1.0 Hz, 1H), 3.70 (s, 3H); MS (ESI+) m/z 238.0 (M+H).